From a dataset of the Open Reaction Database (ORD), a public repository of structured organic reaction records. describe an organic reaction: reactants, conditions, products, and yield The reactants are C(C)OC(CN(C(=O)NN1C(=O)NC(=O)C(C)=C1)CCNC(=O)OC(C)(C)C)=O (N-(2-t-Butyloxycarbonylaminoethyl)-N-(thymin-1-yl-amino-carbonyl)glycine ethyl ester), [OH-].[Na+] (sodium hydroxide). Solvent: C(C)O (ethanol). Conditions: time 6 hour. Product: C(C)(C)(C)OC(=O)NCCN(CC(=O)O)C(=O)NN1C(=O)NC(=O)C(C)=C1 (N-(2-t-Butyloxycarbonylaminoethyl)-N-(thymin-1-yl-amino-carbonyl)glycine). Reaction SMILES: C([O:3][C:4](=[O:29])[CH2:5][N:6]([CH2:19][CH2:20][NH:21][C:22]([O:24][C:25]([CH3:28])([CH3:27])[CH3:26])=[O:23])[C:7]([NH:9][N:10]1[CH:18]=[C:16]([CH3:17])[C:14](=[O:15])[NH:13][C:11]1=[O:12])=[O:8])C.[OH-].[Na+]>C(O)C>[C:25]([O:24][C:22]([NH:21][CH2:20][CH2:19][N:6]([C:7]([NH:9][N:10]1[CH:18]=[C:16]([CH3:17])[C:14](=[O:15])[NH:13][C:11]1=[O:12])=[O:8])[CH2:5][C:4]([OH:29])=[O:3])=[O:23])([CH3:28])([CH3:26])[CH3:27] |f:1.2|. Reported procedure: The product from Example 6, 9, is dissolved in ethanol (500 mL) and 2M sodium hydroxide (50 mL) is added. The reaction is stirred for 6 hours, then neutralized with 50 mL of 2M HC1 solution, and evaporated to remove the ethanol. The residue is dissolved in dichloromethane (250 mL) and is extracted with water (2×50 mL), dried, filtered, and evaporated to a solid.